Dataset: the Open Reaction Database (ORD), a public repository of structured organic reaction records. Task: describe an organic reaction: reactants, conditions, products, and yield Starting materials: CCOC(=O)CCCn1nc(-c2c(-c3ccccc3)nn3ccccc23)ccc1=O, CO, [Na+], [OH-], O. The product is O=C(O)CCCn1nc(-c2c(-c3ccccc3)nn3ccccc23)ccc1=O. Reaction SMILES: [CH2:1]([CH3:2])[O:3][C:4](=[O:5])[CH2:6][CH2:7][CH2:8][n:9]1[n:10][c:11](-[c:16]2[c:17](-[c:25]3[cH:26][cH:27][cH:28][cH:29][cH:30]3)[n:18][n:19]3[c:20]2[cH:21][cH:22][cH:23][cH:24]3)[cH:12][cH:13][c:14]1=[O:15].[CH3:34][OH:35].[Na+:32].[OH-:31].[OH2:33]>>[O:3]=[C:4]([OH:5])[CH2:6][CH2:7][CH2:8][n:9]1[n:10][c:11](-[c:16]2[c:17](-[c:25]3[cH:26][cH:27][cH:28][cH:29][cH:30]3)[n:18][n:19]3[c:20]2[cH:21][cH:22][cH:23][cH:24]3)[cH:12][cH:13][c:14]1=[O:15]. The reactants are ClC1=C(C=NC2=CC=C(C=C12)I)C#N (4-chloro-6-iodo-quinoline-3-carbonitrile), C(C)S (ethanethiol), CCN(C(C)C)C(C)C (DIEA). Product: C(C)SC1=C(C=NC2=CC=C(C=C12)I)C#N (4-ethylsulfanyl-6-iodo-quinoline-3-carbonitrile). As a reaction SMILES: Cl[C:2]1[C:11]2[C:6](=[CH:7][CH:8]=[C:9]([I:12])[CH:10]=2)[N:5]=[CH:4][C:3]=1[C:13]#[N:14].[CH2:15]([SH:17])[CH3:16].CCN(C(C)C)C(C)C>>[CH2:15]([S:17][C:2]1[C:11]2[C:6](=[CH:7][CH:8]=[C:9]([I:12])[CH:10]=2)[N:5]=[CH:4][C:3]=1[C:13]#[N:14])[CH3:16]. Procedure details: Similar procedure as described in example 39a was used, starting from 4-chloro-6-iodo-quinoline-3-carbonitrile (example 14c), ethanethiol and DIEA to give 4-ethylsulfanyl-6-iodo-quinoline-3-carbonitrile. LC-MS m/e 341 (MH+).